From a dataset of the Open Reaction Database (ORD), a public repository of structured organic reaction records. describe an organic reaction: reactants, conditions, products, and yield Starting materials: C1CCOC1, CC(C)(C)[O-], COC(=O)CCC(C(N)=O)N1Cc2c(OCc3ccc(CN4CCOCC4)cc3)cccc2C1=O, [K+]. Product: O=C1CCC(N2Cc3c(OCc4ccc(CN5CCOCC5)cc4)cccc3C2=O)C(=O)N1. RXN SMILES: [CH2:42]1[O:43][CH2:44][CH2:45][CH2:46]1.[CH3:1][C:2]([CH3:3])([O-:4])[CH3:5].[CH3:7][O:8][C:9]([CH2:10][CH2:11][CH:12]([N:13]1[C:14](=[O:37])[c:15]2[cH:16][cH:17][cH:18][c:19]([O:22][CH2:23][c:24]3[cH:25][cH:26][c:27]([CH2:30][N:31]4[CH2:32][CH2:33][O:34][CH2:35][CH2:36]4)[cH:28][cH:29]3)[c:20]2[CH2:21]1)[C:38]([NH2:39])=[O:40])=[O:41].[K+:6]>>[O:8]=[C:9]1[CH2:10][CH2:11][CH:12]([N:13]2[C:14](=[O:37])[c:15]3[cH:16][cH:17][cH:18][c:19]([O:22][CH2:23][c:24]4[cH:25][cH:26][c:27]([CH2:30][N:31]5[CH2:32][CH2:33][O:34][CH2:35][CH2:36]5)[cH:28][cH:29]4)[c:20]3[CH2:21]2)[C:38](=[O:40])[NH:39]1. Reactants: CC1=CC(OC=2CCCC(C12)=O)=O (4-methyl- 5,6,7,8-tetrahydro-cumarin-5-one), C(C)(C)N (isopropylamine). Product: C(C)(C)N1C(C=C(C=2C(CCCC12)=O)C)=O (1-Isopropyl-4-methyl-7,8-dihydro-2,5(1H,6H)-quinolinedione). As a reaction SMILES: [CH3:1][C:2]1[C:11]2[C:10](=O)[CH2:9][CH2:8][CH2:7][C:6]=2[O:5][C:4](=[O:13])[CH:3]=1.[CH:14]([NH2:17])([CH3:16])[CH3:15]>>[CH:14]([N:17]1[C:10]2[CH2:9][CH2:8][CH2:7][C:6](=[O:5])[C:11]=2[C:2]([CH3:1])=[CH:3][C:4]1=[O:13])([CH3:16])[CH3:15]. Reported procedure: Prepared analogously to Example 5(b) from 4-methyl- 5,6,7,8-tetrahydro-cumarin-5-one and isopropylamine. Starting materials: C(C)(C)(C)OC(=O)N1C(O[C@@H]([C@H]1C(=O)O)C(C)C)(C)C ((4S,5R)-3-(tert-butoxycarbonyl)-5-isopropyl-2,2-dimethyl-1,3-oxazolidine-4-carboxylic acid), C(C)(C)(C)C1=CC(=C(C=C1)N)N (4-tert-butyl-1,2-diaminobenzene). The product is N[C@@H]([C@@H](C(C)C)O)C1=NC2=C(N1)C=CC(=C2)C(C)(C)C ((1R,2R)-1-Amino-1-(5-tert-butyl-1H-benzimidazol-2-yl)-3-methylbutan-2-ol). Reaction SMILES: C(OC([N:8]1[C@H:12]([C:13](O)=O)[C@@H:11]([CH:16]([CH3:18])[CH3:17])[O:10]C1(C)C)=O)(C)(C)C.[C:21]([C:25]1[CH:30]=[CH:29][C:28]([NH2:31])=[C:27]([NH2:32])[CH:26]=1)([CH3:24])([CH3:23])[CH3:22]>>[NH2:8][C@H:12]([C:13]1[NH:31][C:28]2[CH:29]=[CH:30][C:25]([C:21]([CH3:24])([CH3:22])[CH3:23])=[CH:26][C:27]=2[N:32]=1)[C@H:11]([OH:10])[CH:16]([CH3:18])[CH3:17]. Procedure details: The title compound was prepared according to Method 4 using (4S,5R)-3-(tert-butoxycarbonyl)-5-isopropyl-2,2-dimethyl-1,3-oxazolidine-4-carboxylic acid (Preparation 60) and 4-tert-butyl-1,2-diaminobenzene. The final residue was washed with ethyl acetate and diluted with water, basified with saturated lithium hydroxide solution (pH=8), extracted with ethyl acetate and dried over anhydrous Na2SO4 and concentrated under reduced pressure. The reactants are Cc1cc(C(C)(C)C)cc([N+](=O)[O-])c1O, CI, CC(C)=O, [K+], [K+], O=C([O-])[O-]. Yields the product COc1c(C)cc(C(C)(C)C)cc1[N+](=O)[O-]. As a reaction SMILES: [C:1]([CH3:2])([CH3:3])([CH3:4])[c:5]1[cH:6][c:7]([CH3:15])[c:8]([OH:14])[c:9]([N+:11](=[O:12])[O-:13])[cH:10]1.[CH3:22][I:23].[CH3:24][C:25](=[O:26])[CH3:27].[K+:16].[K+:17].[O-:18][C:19]([O-:20])=[O:21]>>[C:1]([CH3:2])([CH3:3])([CH3:4])[c:5]1[cH:6][c:7]([CH3:15])[c:8]([O:14][CH3:19])[c:9]([N+:11](=[O:12])[O-:13])[cH:10]1. Solvent: N1=CC=CC=C1 (pyridine). Reported procedure: 10 Grams (0.06 mol) of 4-(2-hydroxyethoxy)benzyl alcohol, prepared according to L. M. Marson, Il Farmaco ed. sci. 14, 159 (1959)), was dissolved in anhydrous pyridine (80 ml) and anhydrous chloroform (100 ml), then the mixture was ice cooled and thionyl chloride (80 ml) was slowly added, under stirring. Stirring was continued, allowing temperature to raise to the room's one, then the mixture was heated for about 2 hours to complete the reaction. After cooling, the reaction mixture was poured int... Yields the product ClCCOC1=CC=C(CCl)C=C1 (4-(Chloroethoxy)benzyl chloride). The reactants are OCCOC1=CC=C(CO)C=C1 (4-(2-hydroxyethoxy)benzyl alcohol), O (water), C(Cl)(Cl)Cl (chloroform), S(=O)(Cl)Cl (thionyl chloride). As a reaction SMILES: O[CH2:2][CH2:3][O:4][C:5]1[CH:12]=[CH:11][C:8](CO)=[CH:7][CH:6]=1.[CH:13]([Cl:16])(Cl)Cl.S(Cl)([Cl:19])=O.O>N1C=CC=CC=1>[Cl:19][CH2:2][CH2:3][O:4][C:5]1[CH:12]=[CH:11][C:8]([CH2:13][Cl:16])=[CH:7][CH:6]=1. Isolated yield 66.6%.